This data is from the Open Reaction Database (ORD), a public repository of structured organic reaction records. The task is: describe an organic reaction: reactants, conditions, products, and yield Reactants: [OH-].[Na+] (NaOH), FC1=CC=C(C(=O)C(C(=O)OCC)CCN2CCN(CC2)C2=NC=C(C=N2)F)C=C1 (Ethyl 2-(4-fluorobenzoyl)-4-(4-(5-fluoro-2-pyrimidinyl)piperazin-1-yl)butanoate), C(=O)(O)[O-].[Na+] (NaHCO3). Run in Cl (HCl). Reaction conditions: temperature 23 celsius. Product: FC1=CC=C(C2=CC=CC=C12)CC(CCN1CCN(CC1)C1=NC=C(C=N1)F)=O (1-(4-Fluoronaphth-1-yl)-4-[4-(5-fluoro-2-pyrimidinyl)-1-piperazinyl]butanon). RXN SMILES: [F:1][C:2]1[CH:30]=[CH:29][C:5]([C:6]([CH:8]([CH2:14][CH2:15][N:16]2[CH2:21][CH2:20][N:19]([C:22]3[N:27]=[CH:26][C:25]([F:28])=[CH:24][N:23]=3)[CH2:18][CH2:17]2)C(OCC)=O)=O)=[CH:4][CH:3]=1.[OH-:31].[Na+].C([O-])(O)=O.[Na+]>Cl>[F:1][C:2]1[C:3]2[C:4](=[CH:30][CH:2]=[CH:3][CH:4]=2)[C:5]([CH2:6][C:8](=[O:31])[CH2:14][CH2:15][N:16]2[CH2:17][CH2:18][N:19]([C:22]3[N:23]=[CH:24][C:25]([F:28])=[CH:26][N:27]=3)[CH2:20][CH2:21]2)=[CH:29][CH:30]=1 |f:1.2,3.4|. Procedure details: A mixture of Ethyl 2-(4-fluorobenzoyl)-4-(4-(5-fluoro-2-pyrimidinyl)piperazin-1-yl)butanoate (2.95 g, 6.3 mmol) in aqueous HCl (65 mL, 1N) was refluxed for 2 h, cooled at 23° C. and basified, first with aqueous NaOH solution (30 mL, 2N) and then with saturated NaHCO3 solution until pH=9. The aqueous solution was extracted with CH2Cl2 (3×150 mL). Organic extracts were combined, washed with water (30 mL) and brine, dried (MgSO4) and concentrated to dryness. The crude material was chromatographed o... The reactants are FC1=C(C=CC(=C1)F)C (2,4-difluoro-toluene), C(CCC)[Li] (n-butyllithium), [OH-].[Na+] (sodium hydroxide), C(=O)=O (carbon dioxide). The solvent is CCCCCC (hexane), O1CCCC1 (tetrahydrofuran), C(C)OCC (diethyl ether). Conditions: temperature -50 celsius, time 20 hour. Yields the product FC1=C(C(=CC=C1C(=O)O)F)C (2,6-difluoro-m-toluic acid). RXN SMILES: [F:1][C:2]1[CH:7]=[C:6]([F:8])[CH:5]=[CH:4][C:3]=1C.[CH2:10]([Li])CCC.[C:15](=[O:17])=[O:16].[OH-].[Na+]>CCCCCC.C(OCC)C.O1CCCC1>[F:8][C:6]1[C:5]([C:15]([OH:17])=[O:16])=[CH:4][CH:3]=[C:2]([F:1])[C:7]=1[CH3:10] |f:3.4|. Procedure details: Into a flask equipped with stirrer, dropping funnel, carbon dioxide condenser and gas inlet tube are charged 100 g. (0.78 mole) of 2,4-difluoro-toluene and 500 ml. of dry tetrahydrofuran. The system is flushed with dry nitrogen and cooled (carbon dioxide-acetone bath) to an internal temperature of -50°C. A 585 ml. solution of 15% n-butyllithium (0.935 mole n-butyl-lithium) in hexane is added dropwise into a flask. The resulting dark red-purple solution is maintained at -50°C. for about one hour,...